From a dataset of the Open Reaction Database (ORD), a public repository of structured organic reaction records. describe an organic reaction: reactants, conditions, products, and yield Reactants: C(C)(C)(C)OC(=O)N1CCC(CC1)OC1=CC=C(NCC2=CC=C3C=CC(=CC3=C2)C#N)C=C1 (7-[[4-[(1-t-butoxycarbonyl-4-piperidyl)oxy]anilino]methyl]-2-naphthalenecarbonitrile), FC1=C(C(=O)Cl)C=CC=C1 (2-fluorobenzoyl chloride). Yields the product C(C)(C)(C)OC(=O)N1CCC(CC1)OC1=CC=C(C=C1)N(C(C1=C(C=CC=C1)F)=O)CC1=CC2=CC(=CC=C2C=C1)C#N (N-[4-[(1-t-Butoxycarbonyl-4-piperidyl)oxy]phenyl]-N-[(7-cyano-2-naphthyl)methyl]-2-fluorobenzamide). As a reaction SMILES: [C:1]([O:5][C:6]([N:8]1[CH2:13][CH2:12][CH:11]([O:14][C:15]2[CH:34]=[CH:33][C:18]([NH:19][CH2:20][C:21]3[CH:30]=[C:29]4[C:24]([CH:25]=[CH:26][C:27]([C:31]#[N:32])=[CH:28]4)=[CH:23][CH:22]=3)=[CH:17][CH:16]=2)[CH2:10][CH2:9]1)=[O:7])([CH3:4])([CH3:3])[CH3:2].[F:35][C:36]1[CH:44]=[CH:43][CH:42]=[CH:41][C:37]=1[C:38](Cl)=[O:39]>>[C:1]([O:5][C:6]([N:8]1[CH2:13][CH2:12][CH:11]([O:14][C:15]2[CH:16]=[CH:17][C:18]([N:19]([CH2:20][C:21]3[CH:22]=[CH:23][C:24]4[C:29](=[CH:28][C:27]([C:31]#[N:32])=[CH:26][CH:25]=4)[CH:30]=3)[C:38](=[O:39])[C:37]3[CH:41]=[CH:42][CH:43]=[CH:44][C:36]=3[F:35])=[CH:33][CH:34]=2)[CH2:10][CH2:9]1)=[O:7])([CH3:4])([CH3:2])[CH3:3]. Procedure details: Starting compound: 7-[[4-[(1-t-butoxycarbonyl-4-piperidyl)oxy]anilino]methyl]-2-naphthalenecarbonitrile, 2-fluorobenzoyl chloride. Reactants: CC(C)(C)[O-], [Cl-], O=C(NN(C(=O)CCl)C1C2CC3CC(C2)CC1C3)OCc1ccccc1, [K+], [NH4+], C1CCOC1. Product: O=C(OCc1ccccc1)N1CC(=O)N1C1C2CC3CC(C2)CC1C3. RXN SMILES: [CH3:27][C:28]([CH3:29])([O-:30])[CH3:31].[Cl-:33].[Cl:1][CH2:2][C:3](=[O:4])[N:5]([NH:6][C:7](=[O:8])[O:9][CH2:10][c:11]1[cH:12][cH:13][cH:14][cH:15][cH:16]1)[CH:17]1[CH:18]2[CH2:19][CH:20]3[CH2:21][CH:22]([CH2:23][CH:24]1[CH2:25]3)[CH2:26]2.[K+:32].[NH4+:34].[O:35]1[CH2:36][CH2:37][CH2:38][CH2:39]1>>[CH2:2]1[C:3](=[O:4])[N:5]([CH:17]2[CH:18]3[CH2:19][CH:20]4[CH2:21][CH:22]([CH2:23][CH:24]2[CH2:25]4)[CH2:26]3)[N:6]1[C:7](=[O:8])[O:9][CH2:10][c:11]1[cH:12][cH:13][cH:14][cH:15][cH:16]1. The reactants are CCO, CCOC(=O)CCN(C)C(=O)c1ccc(NC(c2oc3ccc(F)cc3c2OC)C2CCCCC2)cc1, [Na+], [OH-]. Product: COc1c(C(Nc2ccc(C(=O)N(C)CCC(=O)O)cc2)C2CCCCC2)oc2ccc(F)cc12. As a reaction SMILES: [CH3:40][CH2:41][OH:42].[CH:1]1([CH:7]([c:8]2[o:9][c:10]3[c:11]([c:12]2[O:13][CH3:14])[cH:15][c:16]([F:19])[cH:17][cH:18]3)[NH:20][c:21]2[cH:22][cH:23][c:24]([C:27](=[O:28])[N:29]([CH2:30][CH2:31][C:32](=[O:33])[O:34][CH2:35][CH3:36])[CH3:37])[cH:25][cH:26]2)[CH2:2][CH2:3][CH2:4][CH2:5][CH2:6]1.[Na+:39].[OH-:38]>>[CH:1]1([CH:7]([c:8]2[o:9][c:10]3[c:11]([c:12]2[O:13][CH3:14])[cH:15][c:16]([F:19])[cH:17][cH:18]3)[NH:20][c:21]2[cH:22][cH:23][c:24]([C:27](=[O:28])[N:29]([CH2:30][CH2:31][C:32](=[O:33])[OH:34])[CH3:37])[cH:25][cH:26]2)[CH2:2][CH2:3][CH2:4][CH2:5][CH2:6]1. Procedure: This compound was prepared according to the procedure of Example 2. A mixture of 3.3 g (0.015 mol) of 1-(3,4-dimethoxyphenyl)piperazine, 2.5 g (0.015 mol) of 5-(2-chloroethyl)-3-methyl-2-oxazolidinone, 5.3 g (0.05 mol) of anhydrous sodium carbonate and 0.3 g of potassium iodide in 100 mL of 1-butanol gave 2.2 g (42%) of white solid, mp 90°-92° C. (2-propanol). Run in C(CCC)O (1-butanol), CC(C)O (2-propanol). Reactants: COC=1C=C(C=CC1OC)N1CCNCC1 (1-(3,4-dimethoxyphenyl)piperazine), ClCCC1CN(C(O1)=O)C (5-(2-chloroethyl)-3-methyl-2-oxazolidinone), C([O-])([O-])=O.[Na+].[Na+] (sodium carbonate), [I-].[K+] (potassium iodide). Yields the product COC=1C=C(C=CC1OC)N1CCN(CC1)CCC1CN(C(O1)=O)C (5-[2-[4-(3,4-Dimethoxyphenyl)-1-Piperazinyl]Ethyl]-3-Methyl-2-Oxazolidinone). The yield is 42.0%. As a reaction SMILES: [CH3:1][O:2][C:3]1[CH:4]=[C:5]([N:11]2[CH2:16][CH2:15][NH:14][CH2:13][CH2:12]2)[CH:6]=[CH:7][C:8]=1[O:9][CH3:10].Cl[CH2:18][CH2:19][CH:20]1[O:24][C:23](=[O:25])[N:22]([CH3:26])[CH2:21]1.C(=O)([O-])[O-].[Na+].[Na+].[I-].[K+]>C(O)CCC.CC(O)C>[CH3:1][O:2][C:3]1[CH:4]=[C:5]([N:11]2[CH2:12][CH2:13][N:14]([CH2:18][CH2:19][CH:20]3[O:24][C:23](=[O:25])[N:22]([CH3:26])[CH2:21]3)[CH2:15][CH2:16]2)[CH:6]=[CH:7][C:8]=1[O:9][CH3:10] |f:2.3.4,5.6|. Starting materials: CC1=NC=CC(=C1)C1=NN(C2=CC=C(C=C12)C(=O)O)C(C1=CC=CC=C1)(C1=CC=CC=C1)C1=CC=CC=C1 (3-(2-methylpyridin-4-yl)-1-trityl-1H-indazole-5-carboxylic acid), FC(C(=O)O)(F)F (trifluoroacetic acid), C(C)[SiH](CC)CC (Triethylsilane). Run in ClCCl (dichloromethane), Cl (HCl), ClCCl (dichloromethane). Conditions: temperature 23 celsius, time 50 minute. The product is CC1=NC=CC(=C1)C1=NNC2=CC=C(C=C12)C(=O)O (3-(2-methylpyridin-4-yl)-1H-indazole-5-carboxylic acid). The yield is 85.2%. Reaction SMILES: [CH3:1][C:2]1[CH:7]=[C:6]([C:8]2[C:16]3[C:11](=[CH:12][CH:13]=[C:14]([C:17]([OH:19])=[O:18])[CH:15]=3)[N:10](C(C3C=CC=CC=3)(C3C=CC=CC=3)C3C=CC=CC=3)[N:9]=2)[CH:5]=[CH:4][N:3]=1.FC(F)(F)C(O)=O.C([SiH](CC)CC)C>ClCCl.Cl>[CH3:1][C:2]1[CH:7]=[C:6]([C:8]2[C:16]3[C:11](=[CH:12][CH:13]=[C:14]([C:17]([OH:19])=[O:18])[CH:15]=3)[NH:10][N:9]=2)[CH:5]=[CH:4][N:3]=1. Procedure details: The synthetic intermediate from Step 1 (392 mg, 0.791 mmol), dichloromethane (2 ml), and trifluoroacetic acid (2 ml) were combined in an open vial. Triethylsilane (1.011 ml, 6.33 mmol) was then added, and the resulting mixture was stirred at a temperature of 23° C. for 50 minutes. The reaction mixture was then diluted with dichloromethane, and 2N HCl was added drop-wise until the pH of the mixture was between 4 and 5. This resulting precipitate was collected via filtration and rinsed with water,...